From a dataset of the Open Reaction Database (ORD), a public repository of structured organic reaction records. describe an organic reaction: reactants, conditions, products, and yield The yield is 100.0%. Yields the product ClC1=C(C(=CC=C1)Cl)N1C(N(C2=NC(=NC=C2C1)NCC1=CC=C(C=C1)OC)C1=CC=CC=C1)=O (3-(2,6-dichlorophenyl)-3,4-dihydro-7-(4-methoxybenzyl)amino-1-phenylpyrimido[4,5-d]pyrimidin-2(1H)-one). RXN SMILES: [Cl:1][C:2]1[CH:7]=[CH:6][CH:5]=[C:4]([Cl:8])[C:3]=1[N:9]1[CH2:18][C:17]2[C:12](=[N:13][C:14](S(C)(=O)=O)=[N:15][CH:16]=2)[N:11]([C:23]2[CH:28]=[CH:27][CH:26]=[CH:25][CH:24]=2)[C:10]1=[O:29].[CH3:30][O:31][C:32]1[CH:39]=[CH:38][C:35]([CH2:36][NH2:37])=[CH:34][CH:33]=1>>[Cl:1][C:2]1[CH:7]=[CH:6][CH:5]=[C:4]([Cl:8])[C:3]=1[N:9]1[CH2:18][C:17]2[C:12](=[N:13][C:14]([NH:37][CH2:36][C:35]3[CH:38]=[CH:39][C:32]([O:31][CH3:30])=[CH:33][CH:34]=3)=[N:15][CH:16]=2)[N:11]([C:23]2[CH:28]=[CH:27][CH:26]=[CH:25][CH:24]=2)[C:10]1=[O:29]. Run at temperature 100 celsius. Procedure details: A mixture of 56 mg (0.13 mmol) of 3-(2,6-dichlorophenyl)-7-methanesulfonyl-3,4-dihydro-1-phenylpyrimido[4,5-d]pyrimidin-2(1H)-one and 1 ml of 4-methoxybenzylamine was heated at 100° C. for 30 minutes, then cooled and partitioned between 30 ml of dichloromethane and 30 ml of 2M hydrochloric acid. The organic phase was dried over magnesium sulfate, filtered and evaporated to give 68 mg (100%) of 3-(2,6-dichlorophenyl)-3,4-dihydro-7-(4-methoxybenzyl)amino-1-phenylpyrimido[4,5-d]pyrimidin-2(1H)-one ... Reactants: ClC1=C(C(=CC=C1)Cl)N1C(N(C2=NC(=NC=C2C1)S(=O)(=O)C)C1=CC=CC=C1)=O (3-(2,6-dichlorophenyl)-7-methanesulfonyl-3,4-dihydro-1-phenylpyrimido[4,5-d]pyrimidin-2(1H)-one), COC1=CC=C(CN)C=C1 (4-methoxybenzylamine). Starting materials: C(C1=CC=CC=C1)SC=1C2=C(N=CN1)N(C=C2)[C@@H]2C[C@@H]1[C@@H](OC(OC1)C1=CC=C(C=C1)OC)[C@H]2O ((4aS,6R,7S,7aR)-6-[4-(benzylsulfanyl)-7H-pyrrolo[2,3-d]-pyrimidin-7-yl]-2-(4-methoxyphenyl)hexahydrocyclopenta[d][1,3]dioxin-7-ol), C1=CC=C(C=C1)OC(=S)Cl (phenyl chlorothionocarbonate). Reagents/catalysts: CN(C1=CC=NC=C1)C (4-(dimethylamino)-pyridine). Solvent: C(Cl)Cl (DCM). Conditions: time 12 hour. Yields the product C(O[C@H]1[C@@H](C[C@@H]2[C@H]1OC(OC2)C2=CC=C(C=C2)OC)N2C=CC1=C2N=CN=C1SCC1=CC=CC=C1)(OC1=CC=CC=C1)=S (O-[(4aS,6R,7S,7aR)-6-[4-(Benzylsulfanyl)-7H-pyrrolo[2,3-d]pyrimidin-7-yl]-2-(4-methoxyphenyl)hexahydrocyclopenta[d][1,3]dioxin-7-yl] O-phenyl thiocarbonate). Yield: 140.0%. RXN SMILES: [CH2:1]([S:8][C:9]1[C:10]2[CH:17]=[CH:16][N:15]([C@H:18]3[C@H:34]([OH:35])[C@@H:21]4[O:22][CH:23]([C:26]5[CH:31]=[CH:30][C:29]([O:32][CH3:33])=[CH:28][CH:27]=5)[O:24][CH2:25][C@@H:20]4[CH2:19]3)[C:11]=2[N:12]=[CH:13][N:14]=1)[C:2]1[CH:7]=[CH:6][CH:5]=[CH:4][CH:3]=1.[CH:36]1[CH:41]=[CH:40][C:39]([O:42][C:43](Cl)=[S:44])=[CH:38][CH:37]=1>C(Cl)Cl.CN(C)C1C=CN=CC=1>[C:43](=[S:44])([O:42][C:39]1[CH:40]=[CH:41][CH:36]=[CH:37][CH:38]=1)[O:35][C@@H:34]1[C@@H:21]2[O:22][CH:23]([C:26]3[CH:27]=[CH:28][C:29]([O:32][CH3:33])=[CH:30][CH:31]=3)[O:24][CH2:25][C@@H:20]2[CH2:19][C@H:18]1[N:15]1[C:11]2[N:12]=[CH:13][N:14]=[C:9]([S:8][CH2:1][C:2]3[CH:7]=[CH:6][CH:5]=[CH:4][CH:3]=3)[C:10]=2[CH:17]=[CH:16]1. Reported procedure: To a solution of (4aS,6R,7S,7aR)-6-[4-(benzylsulfanyl)-7H-pyrrolo[2,3-d]-pyrimidin-7-yl]-2-(4-methoxyphenyl)hexahydrocyclopenta[d][1,3]dioxin-7-ol (990. mg, 2.02 mmol) in DCM (57.0 mL) was added 4-(dimethylamino)-pyridine (748 mg, 6.07 mmol) and phenyl chlorothionocarbonate (0.565 mL, 4.04 mol) under an atmosphere of nitrogen and the yellow reaction was stirred at rt. After 12 h, the dark yellow solution was purified via silica gel chromatography eluting with 10% EtOAc in hexanes, and then 10% M... The reactants are BrC(Br)(Br)Br, OCc1cc2nc(Cl)nc(N3CCOCC3)c2s1, ClCCl, c1ccc(P(c2ccccc2)c2ccccc2)cc1. Yields the product Clc1nc(N2CCOCC2)c2sc(CBr)cc2n1. RXN SMILES: [C:38]([Br:39])([Br:40])([Br:41])[Br:42].[Cl:1][c:2]1[n:3][c:4]([N:13]2[CH2:14][CH2:15][O:16][CH2:17][CH2:18]2)[c:5]2[c:6]([n:7]1)[cH:8][c:9]([CH2:11][OH:12])[s:10]2.[Cl:43][CH2:44][Cl:45].[c:19]1([P:20]([c:21]2[cH:22][cH:23][cH:24][cH:25][cH:26]2)[c:27]2[cH:28][cH:29][cH:30][cH:31][cH:32]2)[cH:33][cH:34][cH:35][cH:36][cH:37]1>>[Cl:1][c:2]1[n:3][c:4]([N:13]2[CH2:14][CH2:15][O:16][CH2:17][CH2:18]2)[c:5]2[c:6]([n:7]1)[cH:8][c:9]([CH2:11][Br:39])[s:10]2. The reactants are Brc1ccc2c(c1)OCO2, NCc1ccco1. Yields the product c1coc(CNc2ccc3c(c2)OCO3)c1. As a reaction SMILES: [Br:1][c:2]1[cH:3][c:4]2[c:5]([cH:6][cH:7]1)[O:8][CH2:9][O:10]2.[CH2:11]([c:12]1[cH:13][cH:14][cH:15][o:16]1)[NH2:17]>>[c:2]1([NH:17][CH2:11][c:12]2[cH:13][cH:14][cH:15][o:16]2)[cH:3][c:4]2[c:5]([cH:6][cH:7]1)[O:8][CH2:9][O:10]2. The reactants are FC(C=1C=C(CN2C(C3=C(OCCC2)N=C(C=C3C3=CC=CC=C3)Cl)=O)C=C(C1)C(F)(F)F)(F)F (5-[3,5-bis(trifluoromethyl)benzyl]-9-chloro-6-oxo-7-phenyl-2,3,4,5-tetrahydro-6H-pyrido[2,3-b][1,5]oxazocine), C(C)(C)(C)OC(=O)N(C)C1CNCC1 (3-(N-(t-butoxycarbonyl)-N-methylamino)pyrrolidine). The product is FC(C=1C=C(CN2C(C3=C(OCCC2)N=C(C=C3C3=CC=CC=C3)N3CC(CC3)NC)=O)C=C(C1)C(F)(F)F)(F)F (5-[3,5-bis(trifluoromethyl)benzyl]-9-[3-(methylamino)pyrrolidine-1-yl]-6-oxo-7-phenyl-2,3,4,5-tetrahydro-6H-pyrido[2,3-b][1,5]oxazocine). The yield is 50.1%. Reaction SMILES: [F:1][C:2]([F:35])([F:34])[C:3]1[CH:4]=[C:5]([CH:27]=[C:28]([C:30]([F:33])([F:32])[F:31])[CH:29]=1)[CH2:6][N:7]1[CH2:14][CH2:13][CH2:12][O:11][C:10]2[N:15]=[C:16](Cl)[CH:17]=[C:18]([C:19]3[CH:24]=[CH:23][CH:22]=[CH:21][CH:20]=3)[C:9]=2[C:8]1=[O:26].C(O[C:41]([N:43]([CH:45]1[CH2:49][CH2:48][NH:47][CH2:46]1)C)=O)(C)(C)C>>[F:1][C:2]([F:35])([F:34])[C:3]1[CH:4]=[C:5]([CH:27]=[C:28]([C:30]([F:33])([F:32])[F:31])[CH:29]=1)[CH2:6][N:7]1[CH2:14][CH2:13][CH2:12][O:11][C:10]2[N:15]=[C:16]([N:47]3[CH2:48][CH2:49][CH:45]([NH:43][CH3:41])[CH2:46]3)[CH:17]=[C:18]([C:19]3[CH:24]=[CH:23][CH:22]=[CH:21][CH:20]=3)[C:9]=2[C:8]1=[O:26]. Reported procedure: In a similar manner to Example 11, 5-[3,5-bis(trifluoromethyl)benzyl]-9-chloro-6-oxo-7-phenyl-2,3,4,5-tetrahydro-6H-pyrido[2,3-b][1,5]oxazocine (40.0 mg) was reacted with 3-(N-(t-butoxycarbonyl)-N-methylamino)pyrrolidine (38.9 mg) to obtain 5-[3,5-bis(trifluoromethyl)benzyl]-9-[3-(methylamino)pyrrolidine-1-yl]-6-oxo-7-phenyl-2,3,4,5-tetrahydro-6H-pyrido[2,3-b][1,5]oxazocine (22.5 mg, 50%). The reactants are O=C([O-])[O-], CC#N, ClCC1CO1, [K+], [K+], OCCc1ccc(O)cc1. Product: OCCc1ccc(OCC2CO2)cc1. RXN SMILES: [C:11](=[O:12])([O-:13])[O-:14].[CH3:22][C:23]#[N:24].[Cl:17][CH2:18][CH:19]1[CH2:20][O:21]1.[K+:15].[K+:16].[OH:1][c:2]1[cH:3][cH:4][c:5]([CH2:6][CH2:7][OH:8])[cH:9][cH:10]1>>[O:1]([c:2]1[cH:3][cH:4][c:5]([CH2:6][CH2:7][OH:8])[cH:9][cH:10]1)[CH2:18][CH:19]1[CH2:20][O:21]1.